This data is from the Open Reaction Database (ORD), a public repository of structured organic reaction records. The task is: describe an organic reaction: reactants, conditions, products, and yield Reactants: B, C1CCOC1, [Na+], [OH-], O, OO, OCC1=CCN(Cc2ccccc2)CC1. Yields the product OCC1CCN(Cc2ccccc2)CC1O. RXN SMILES: [BH3:16].[CH2:21]1[O:22][CH2:23][CH2:24][CH2:25]1.[Na+:18].[OH-:17].[OH2:26].[OH:19][OH:20].[c:1]1([CH2:7][N:8]2[CH2:9][CH2:10][C:11]([CH2:14][OH:15])=[CH:12][CH2:13]2)[cH:2][cH:3][cH:4][cH:5][cH:6]1>>[c:1]1([CH2:7][N:8]2[CH2:9][CH2:10][CH:11]([CH2:14][OH:15])[CH:12]([OH:17])[CH2:13]2)[cH:2][cH:3][cH:4][cH:5][cH:6]1. The reactants are ClC=1SC(=C(N1)C(F)(F)F)C(=O)OCC (ethyl 2-chloro-4-trifluoromethyl-5-thiazolecarboxylate), C(C)O (ethanol), [O-]CC.[Na+] (sodium ethoxide), Na. Run at time 4 hour. Yields the product C(C)OC=1SC(=C(N1)C(OCC)(OCC)OCC)C(=O)OCC (Ethyl 2-Ethoxy-4-Triethoxymethyl-5-Thiazolecarboxylate). As a reaction SMILES: [O-:1][CH2:2][CH3:3].[Na+].Cl[C:6]1[S:7][C:8]([C:15]([O:17][CH2:18][CH3:19])=[O:16])=[C:9]([C:11](F)(F)F)[N:10]=1.[CH2:20]([OH:22])[CH3:21]>>[CH2:2]([O:1][C:6]1[S:7][C:8]([C:15]([O:17][CH2:18][CH3:19])=[O:16])=[C:9]([C:11]([O:17][CH2:18][CH3:19])([O:16][CH2:15][CH3:8])[O:22][CH2:20][CH3:21])[N:10]=1)[CH3:3] |f:0.1|. Procedure details: To a warm solution of sodium ethoxide prepared from 2.0 g (0.0869 mole) of Na and 50 ml. of ethanol was added 5.2 g (0.02 mole) of ethyl 2-chloro-4-trifluoromethyl-5-thiazolecarboxylate. The mixture was stirred for 4 hours. Ethanol was removed under reduced pressure. The residue was treated with water and extracted with ether. The ether solution was washed with saturated sodium bicarbonate, dried (MgSO4) and concentrated under reduced pressure. The residue was distilled to give 2.2 g of the desi... Reactants: O (Water), C=1(C(=CC=CC1)C(=O)CN1C(C(CNC2=C1C=C(C=C2)C)NC(=O)NC2=CC(=CC=C2)C(=O)OCC)=O)C (1-[1-(2-toluoylmethyl)-2-oxo-8-methyl-1,3,4,5-tetrahydro-2H-1,5-benzodiazepin-3-yl]-3-(3-ethoxycarbonylphenyl)urea), S1C(=CC=C1)C(=O)Cl (2-thienylcarbonyl chloride), N1=CC=CC=C1 (pyridine). Run in C(C)(=O)OCC (ethyl acetate), ClCCCl (1,2-dichloroethane). The product is C=1(C(=CC=CC1)C(=O)CN1C(C(CN(C2=C1C=C(C=C2)C)C(C2=CC=CS2)=O)NC(=O)NC2=CC(=CC=C2)C(=O)OCC)=O)C (1-[1-(2-toluoylmethyl)-2-oxo-5-(2-thenoyl)-8-methyl-1,3,4,5-tetrahydro-2H-1,5-benzodiazepin-3-yl]-3-(3-ethoxycarbonylphenyl)urea). Yield: 91.1%. RXN SMILES: [C:1]1([CH3:38])[C:2]([C:7]([CH2:9][N:10]2[C:16]3[CH:17]=[C:18]([CH3:21])[CH:19]=[CH:20][C:15]=3[NH:14][CH2:13][CH:12]([NH:22][C:23]([NH:25][C:26]3[CH:31]=[CH:30][CH:29]=[C:28]([C:32]([O:34][CH2:35][CH3:36])=[O:33])[CH:27]=3)=[O:24])[C:11]2=[O:37])=[O:8])=[CH:3][CH:4]=[CH:5][CH:6]=1.[S:39]1[CH:43]=[CH:42][CH:41]=[C:40]1[C:44](Cl)=[O:45].N1C=CC=CC=1.O>ClCCCl.C(OCC)(=O)C>[C:1]1([CH3:38])[C:2]([C:7]([CH2:9][N:10]2[C:16]3[CH:17]=[C:18]([CH3:21])[CH:19]=[CH:20][C:15]=3[N:14]([C:44](=[O:45])[C:40]3[S:39][CH:43]=[CH:42][CH:41]=3)[CH2:13][CH:12]([NH:22][C:23]([NH:25][C:26]3[CH:31]=[CH:30][CH:29]=[C:28]([C:32]([O:34][CH2:35][CH3:36])=[O:33])[CH:27]=3)=[O:24])[C:11]2=[O:37])=[O:8])=[CH:3][CH:4]=[CH:5][CH:6]=1. Reported procedure: 1-[1-(2-Toluoylmethyl)-2-oxo-8-methyl-1,3,4,5-tetrahydro-2H-1,5-benzodiazepin-3-yl]-3-(3-ethoxycarbonylphenyl)urea (500 mg) obtained from Step 1 of Example 93 was suspended in 1,2-dichloroethane (10 ml), 2-thienylcarbonyl chloride (157 mg) and pyridine (87 μl) were added, and the mixture was refluxed for 2 hours. Water (100 ml) and ethyl acetate (100 ml) were added, separated, the organic layer was washed with 1N hydrochloric acid, and dried over anhydrous sodium sulfate. The solvent was evapora... Starting materials: CN(C)C1(c2ccccc2)CCC(O)(CCCc2c[nH]c3ccccc23)CC1, C[Si](C)(C)OS(=O)(=O)C(F)(F)F, ClCCl. The product is CN(C)C1(c2ccccc2)CCC2(CCCc3c2[nH]c2ccccc32)CC1. Reaction SMILES: [CH3:13][N:14]([C:15]1([c:34]2[cH:35][cH:36][cH:37][cH:38][cH:39]2)[CH2:16][CH2:17][C:18]([OH:21])([CH2:22][CH2:23][CH2:24][c:25]2[cH:26][nH:27][c:28]3[cH:29][cH:30][cH:31][cH:32][c:33]23)[CH2:19][CH2:20]1)[CH3:40].[CH3:1][Si:2]([O:3][S:4]([C:5]([F:6])([F:7])[F:8])(=[O:9])=[O:10])([CH3:11])[CH3:12].[Cl:41][CH2:42][Cl:43]>>[CH3:13][N:14]([C:15]1([c:34]2[cH:35][cH:36][cH:37][cH:38][cH:39]2)[CH2:16][CH2:17][C:18]2([CH2:19][CH2:20]1)[CH2:22][CH2:23][CH2:24][c:25]1[c:26]2[nH:27][c:28]2[cH:29][cH:30][cH:31][cH:32][c:33]12)[CH3:40]. The reactants are C=CC(C)Oc1ccc(C(=O)OC)cc1C=O, ClCCl. Product: COC(=O)c1ccc2c(c1)C=CC(C)O2. As a reaction SMILES: [CH:1](=[O:2])[c:3]1[cH:4][c:5]([C:6](=[O:7])[O:8][CH3:9])[cH:10][cH:11][c:12]1[O:13][CH:14]([CH:15]=[CH2:16])[CH3:17].[Cl:18][CH2:19][Cl:20]>>[c:3]12[cH:4][c:5]([C:6](=[O:7])[O:8][CH3:9])[cH:10][cH:11][c:12]1[O:13][CH:14]([CH3:17])[CH:15]=[CH:16]2. The reactants are FC(OC=1C=C(C=CC1)C=CC(=O)OCC)(F)F (ethyl 3-(3-(trifluoromethoxy)phenyl)acrylate). The reagents and catalysts are [Pd] (Pd/C). Solvent: CO (methanol). Conditions: temperature 15 celsius, time 16 hour. Yields the product FC(OC=1C=C(C=CC1)CCC(=O)OCC)(F)F (ethyl 3-(3-(trifluoromethoxy)phenyl)propanoate). The yield is 91.0%. As a reaction SMILES: [F:1][C:2]([F:18])([F:17])[O:3][C:4]1[CH:5]=[C:6]([CH:10]=[CH:11][C:12]([O:14][CH2:15][CH3:16])=[O:13])[CH:7]=[CH:8][CH:9]=1>CO.[Pd]>[F:1][C:2]([F:17])([F:18])[O:3][C:4]1[CH:5]=[C:6]([CH2:10][CH2:11][C:12]([O:14][CH2:15][CH3:16])=[O:13])[CH:7]=[CH:8][CH:9]=1. Procedure: To a solution of 158c (12.0 g, 46.1 mmol) in methanol (100 mL) was added 10% Pd/C (1.0 g), and the reaction mixture was stirred at 15° C. for 16 h under hydrogen atmosphere. See FIG. 4. The resulting mixture was filtered, and the filtrate was concentrated under reduced pressure to afford ethyl 3-(3-(trifluoromethoxy)phenyl)propanoate 158d (11.0 g, crude) as a colorless solid.